This data is from the Open Reaction Database (ORD), a public repository of structured organic reaction records. The task is: describe an organic reaction: reactants, conditions, products, and yield The reactants are Cl.FC=1C=CC2=C(NC=3SC(=CC3C(=N2)N)C)C1 (6-fluoro-2-methyl-4H-3-thia-4,9-diaza-benzo[f]azulen-10-ylamine hydrochloride), N1[C@H](CNCC1)CCO ((S)-2-piperazin-2-yl-ethanol), C(C)(C)N(CC)C(C)C (diisopropylethylamine), CS(=O)C (dimethyl sulfoxide). Solvent: C1(=CC=CC=C1)C (toluene), C(C)(=O)OCC (ethyl acetate). Product: N.CO (NH3 methanol), FC=1C=CC2=C(NC=3SC(=CC3C(=N2)N2C[C@@H](NCC2)CCO)C)C1 ((S)-6-Fluoro-10-[3-(2-hydroxy-ethyl)-piperazin-1-yl]-2-methyl-4H-3-thia-4,9-diaza-benzo[f]azulene). Isolated yield 28.0%. RXN SMILES: Cl.[F:2][C:3]1[CH:4]=[CH:5][C:6]2[N:15]=[C:14]([NH2:16])[C:13]3[CH:12]=[C:11]([CH3:17])[S:10][C:9]=3[NH:8][C:7]=2[CH:18]=1.[NH:19]1[CH2:24][CH2:23]N[CH2:21][C@@H:20]1[CH2:25][CH2:26][OH:27].C(N(C(C)C)CC)(C)C.CS(C)=O>C(OCC)(=O)C.C1(C)C=CC=CC=1>[NH3:8].[CH3:26][OH:27].[F:2][C:3]1[CH:4]=[CH:5][C:6]2[N:15]=[C:14]([N:16]3[CH2:23][CH2:24][NH:19][C@@H:20]([CH2:25][CH2:26][OH:27])[CH2:21]3)[C:13]3[CH:12]=[C:11]([CH3:17])[S:10][C:9]=3[NH:8][C:7]=2[CH:18]=1 |f:0.1,7.8|. Reported procedure: Combine 6-fluoro-2-methyl-4H-3-thia-4,9-diaza-benzo[f]azulen-10-ylamine hydrochloride (2.94 g, 10.35 mmol), (S)-2-piperazin-2-yl-ethanol (2.7 g, 20.7 mmol), diisopropylethylamine (3.6 mL, 20.7 mmol), dimethyl sulfoxide (4.25 mL) and toluene (17 mL) and heat to 110° C. for 42 hours. Cool to ambient temperature and dilute with ethyl acetate (200 mL). Wash with saturated sodium bicarbonate solution, brine and evaporate to give 2.64 g of the crude product. Silica gel chromatography, eluting with met... Starting materials: C[SiH](C)OC(c1ccc(CC(C#N)c2ccccc2)cc1)C(C)(C)C, BrC(Br)(Br)Br, CC(C)=O, CC#N, c1ccc(P(c2ccccc2)c2ccccc2)cc1. The product is N#CC(Cc1ccc(CBr)cc1)c1ccccc1. As a reaction SMILES: [C:1]([CH:5]([O:2][SiH:3]([CH3:4])[CH3:22])[c:6]1[cH:7][cH:8][c:9]([CH2:12][CH:13]([C:14]#[N:15])[c:16]2[cH:17][cH:18][cH:19][cH:20][cH:21]2)[cH:10][cH:11]1)([CH3:23])([CH3:24])[CH3:25].[C:26]([Br:27])([Br:28])([Br:29])[Br:30].[CH3:50][C:51](=[O:52])[CH3:53].[CH3:54][C:55]#[N:56].[c:31]1([P:32]([c:33]2[cH:34][cH:35][cH:36][cH:37][cH:38]2)[c:39]2[cH:40][cH:41][cH:42][cH:43][cH:44]2)[cH:45][cH:46][cH:47][cH:48][cH:49]1>>[CH2:5]([c:6]1[cH:7][cH:8][c:9]([CH2:12][CH:13]([C:14]#[N:15])[c:16]2[cH:17][cH:18][cH:19][cH:20][cH:21]2)[cH:10][cH:11]1)[Br:27].